This data is from the Open Reaction Database (ORD), a public repository of structured organic reaction records. The task is: describe an organic reaction: reactants, conditions, products, and yield Starting materials: CNCC(=O)O (N-methylaminoacetic acid), [OH-].[Na+] (sodium hydroxide), C1(=CC=CC=C1)N=C=O (phenyl isocyanate). Solvent: O (water). Reaction conditions: temperature 24 celsius, time 2 hour. Yields the product CN(C(=O)NC1=CC=CC=C1)CC(=O)O (N-methyl-N-carboxymethyl-N'-phenylurea). Reaction SMILES: [CH3:1][NH:2][CH2:3][C:4]([OH:6])=[O:5].[OH-].[Na+].[C:9]1([N:15]=[C:16]=[O:17])[CH:14]=[CH:13][CH:12]=[CH:11][CH:10]=1>O>[CH3:1][N:2]([CH2:3][C:4]([OH:6])=[O:5])[C:16]([NH:15][C:9]1[CH:14]=[CH:13][CH:12]=[CH:11][CH:10]=1)=[O:17] |f:1.2|. Procedure: To a stirred solution of 70 g. of N-methylaminoacetic acid and 70 g. of sodium hydroxide in 500 ml. of water were added portion-wise over twenty minutes 100 g. of phenyl isocyanate. Following complete addition, the aqueous reaction mixture was stirred at 24° C. for two hours. The mixture was then filtered and the filtrate was acidified to pH 2 by the addition of corc. hydrochloric acid. The precipitate which formed was collected by filtration to provide N-methyl-N-carboxymethyl-N'-phenylurea. Reactants: O=C(O)C(Cc1nn(-c2ccc(F)cc2)cc1-c1ccc(Cl)cc1)C(=O)O, Clc1ccccc1. Product: O=C(O)CCc1nn(-c2ccc(F)cc2)cc1-c1ccc(Cl)cc1. Reaction SMILES: [Cl:1][c:2]1[cH:3][cH:4][c:5](-[c:8]2[c:9]([CH2:20][CH:21]([C:22](=[O:23])[OH:24])[C:25]([OH:26])=[O:27])[n:10][n:11](-[c:13]3[cH:14][cH:15][c:16]([F:19])[cH:17][cH:18]3)[cH:12]2)[cH:6][cH:7]1.[Cl:28][c:29]1[cH:30][cH:31][cH:32][cH:33][cH:34]1>>[Cl:1][c:2]1[cH:3][cH:4][c:5](-[c:8]2[c:9]([CH2:20][CH2:21][C:22](=[O:23])[OH:24])[n:10][n:11](-[c:13]3[cH:14][cH:15][c:16]([F:19])[cH:17][cH:18]3)[cH:12]2)[cH:6][cH:7]1. The reactants are N1C(OC(C2=C1C=CC=C2)=O)=O (1H-3,1-benzoxazine-2,4-dione), CN1N=NN=C1C[Li] ((1-methyl-1H-tetrazol-5-yl)methyl lithium). Solvent: C(C)(=O)OCC (ethyl acetate). Yields the product NC1=C(C=CC=C1)C(CC1=NN=NN1C)=O (1-(2-aminophenyl)-2-(1-methyl-1H-tetrazol-5-yl)ethanone). Reaction SMILES: [NH:1]1[C:6]2[CH:7]=[CH:8][CH:9]=[CH:10][C:5]=2[C:4](=[O:11])OC1=O.[CH3:13][N:14]1[C:18]([CH2:19][Li])=[N:17][N:16]=[N:15]1>C(OCC)(=O)C>[NH2:1][C:6]1[CH:7]=[CH:8][CH:9]=[CH:10][C:5]=1[C:4](=[O:11])[CH2:19][C:18]1[N:14]([CH3:13])[N:15]=[N:16][N:17]=1. Procedure: In a similar way to that described in Example 8a, 1H-3,1-benzoxazine-2,4-dione was reacted with (1-methyl-1H-tetrazol-5-yl)methyl lithium to give the novel compound 1-(2-aminophenyl)-2-(1-methyl-1H-tetrazol-5-yl)ethanone, m.p. 128°-132° (from ethyl acetate). The reactants are CCOCCC(CC1(C(=O)NC2CCC(C(=O)OCc3ccccc3)CC2)CCCC1)C(=O)O, CCO, [Na+], C1COCCO1, [OH-], O. Yields the product CCOCCC(CC1(C(=O)NC2CCC(C(=O)O)CC2)CCCC1)C(=O)O. Reaction SMILES: [CH2:1]([c:2]1[cH:3][cH:4][cH:5][cH:6][cH:7]1)[O:8][C:9](=[O:10])[CH:11]1[CH2:12][CH2:13][CH:14]([NH:17][C:18](=[O:19])[C:20]2([CH2:25][CH:26]([C:27](=[O:28])[OH:29])[CH2:30][CH2:31][O:32][CH2:33][CH3:34])[CH2:21][CH2:22][CH2:23][CH2:24]2)[CH2:15][CH2:16]1.[CH3:35][CH2:36][OH:37].[Na+:40].[O:41]1[CH2:42][CH2:43][O:44][CH2:45][CH2:46]1.[OH-:39].[OH2:38]>>[O:8]=[C:9]([OH:10])[CH:11]1[CH2:12][CH2:13][CH:14]([NH:17][C:18](=[O:19])[C:20]2([CH2:25][CH:26]([C:27](=[O:28])[OH:29])[CH2:30][CH2:31][O:32][CH2:33][CH3:34])[CH2:21][CH2:22][CH2:23][CH2:24]2)[CH2:15][CH2:16]1. The reactants are ClC1=CC=C(C(=O)NC(CC(=O)OCC)C(CCCCC)=O)C=C1 (ethyl 3-(4-chlorobenzoylamino)-3-caproylpropionate), P(=O)(Cl)(Cl)Cl (phosphorus oxychloride). The solvent is CN(C=O)C (dimethylformamide). The product is ClC1=CC=C(C=C1)C=1OC(=C(N1)CC(=O)OCC)CCCCC (ethyl 2-[2-(4-chlorophenyl)-5-n-pentyl-4-oxazolyl]acetate). The yield is 84.3%. RXN SMILES: [Cl:1][C:2]1[CH:24]=[CH:23][C:5]([C:6]([NH:8][CH:9]([C:16](=[O:22])[CH2:17][CH2:18][CH2:19][CH2:20][CH3:21])[CH2:10][C:11]([O:13][CH2:14][CH3:15])=[O:12])=O)=[CH:4][CH:3]=1.P(Cl)(Cl)(Cl)=O>CN(C)C=O>[Cl:1][C:2]1[CH:24]=[CH:23][C:5]([C:6]2[O:22][C:16]([CH2:17][CH2:18][CH2:19][CH2:20][CH3:21])=[C:9]([CH2:10][C:11]([O:13][CH2:14][CH3:15])=[O:12])[N:8]=2)=[CH:4][CH:3]=1. Procedure: 2.0 g of ethyl 3-(4-chlorobenzoylamino)-3-caproylpropionate, 10 ml of dimethylformamide and 1.0 g of phosphorus oxychloride are treated in the same manner as described in Example 1. 1.6 g of ethyl 2-[2-(4-chlorophenyl)-5-n-pentyl-4-oxazolyl]acetate are thereby obtained. Yield: 84.2%. Reactants: C(=C)[Mg]Br (vinylmagnesium bromide), OC=1C=CC(=C(C=O)C1)[N+](=O)[O-] (5-Hydroxy-2-nitrobenzaldehyde), Cl (hydrochloric acid). Solvent: O1CCCC1 (tetrahydrofuran). The product is OC=1C=CC(=C(C1)C(C=C)O)[N+](=O)[O-] (1-(5'-hydroxy-2'-nitrophenyl)-2-propen-1-ol). Isolated yield 73.0%. RXN SMILES: [OH:1][C:2]1[CH:3]=[CH:4][C:5]([N+:10]([O-:12])=[O:11])=[C:6]([CH:9]=1)[CH:7]=[O:8].[CH:13]([Mg]Br)=[CH2:14].Cl>O1CCCC1>[OH:1][C:2]1[CH:3]=[CH:4][C:5]([N+:10]([O-:12])=[O:11])=[C:6]([CH:7]([OH:8])[CH:13]=[CH2:14])[CH:9]=1. Procedure details: 5-Hydroxy-2-nitrobenzaldehyde (6.0 g) is dissolved in dry tetrahydrofuran (90 ml), and thereto is added dropwise with stirring vinylmagnesium bromide (2.3 equivalents) under -78° C. The mixture is gradually warmed, and after the reaction is completed, to the reaction mixture is added 1N hydrochloric acid. The mixture is extracted with ethyl acetate, and the organic layer is separated, washed with a saturated sodium chloride solution, dried over sodium sulfate, and concentrated under reduced pres... Starting materials: Cl (hydrochloric acid), solution, C(C)OC(CC(CC(C)C)CP(=O)(OCC)OCC)=O (3-(Diethoxy-phosphorylmethyl)-5-methyl-hexanoic acid ethyl ester). The solvent is O (water), O1CCOCC1 (1,4-dioxane). Yields the product C(C)OP(=O)(OCC)CC(CC(=O)O)CC(C)C (3-(Diethoxy-phosphorylmethyl)-5-methyl-hexanoic acid). Yield: 61.8%. RXN SMILES: C([O:3][C:4](=[O:20])[CH2:5][CH:6]([CH2:11][P:12]([O:17][CH2:18][CH3:19])([O:14][CH2:15][CH3:16])=[O:13])[CH2:7][CH:8]([CH3:10])[CH3:9])C.Cl>O1CCOCC1.O>[CH2:18]([O:17][P:12]([CH2:11][CH:6]([CH2:7][CH:8]([CH3:10])[CH3:9])[CH2:5][C:4]([OH:20])=[O:3])([O:14][CH2:15][CH3:16])=[O:13])[CH3:19]. Reported procedure: Lactam 6 (0.64 g, 3.87 mmol) was dissolved in 1,4-dioxane (4 mL) and hydrochloric acid (16 mL of a 6N solution), and the mixture was refluxed for 6 hours. After cooling, the mixture was diluted with water (20 mL) and washed with dichloromethane (2×15 mL). The aqueous layer was evaporated under reduced pressure to give acid 7 (0.67 g, 79%) as a white solid. Recrystallization using ethyl acetate/methanol gave Example 41 exclusively (0.26 g);δH (400 MHz; d6-DMSO) 7.98 (2H, br s, NH2), 3.13 (2H, s, ...